From a dataset of the Open Reaction Database (ORD), a public repository of structured organic reaction records. describe an organic reaction: reactants, conditions, products, and yield Starting materials: Cn1cc(Br)ccc1=O, O=C(O)c1ccc(B(O)O)c2ccccc12. The product is Cn1cc(-c2ccc(C(=O)O)c3ccccc23)ccc1=O. As a reaction SMILES: [Br:1][c:2]1[cH:3][n:4]([CH3:9])[c:5](=[O:8])[cH:6][cH:7]1.[C:10](=[O:11])([OH:12])[c:13]1[cH:14][cH:15][c:16]([B:23]([OH:24])[OH:25])[c:17]2[cH:18][cH:19][cH:20][cH:21][c:22]12>>[c:2]1(-[c:16]2[cH:15][cH:14][c:13]([C:10](=[O:11])[OH:12])[c:22]3[c:17]2[cH:18][cH:19][cH:20][cH:21]3)[cH:3][n:4]([CH3:9])[c:5](=[O:8])[cH:6][cH:7]1. Procedure details: To the mixture of (+/−)-(2Z)-3-(3,4-difluorophenyl)-2-((dimethylamino)methylene)cyclopentanone (8.5 g, 34 mmol) in ethanol (200 mL), is added hydrazine hydrate (15 mL) and the mixture is heated to 80° C., overnight. The mixture is cooled to room temperature and concentrated in vacuo. The residue is purified by preparative HPLC using a CXTH instrument with a DAISO 10 μC18 250×50 mm column, a 9 mL injection, a flow rate of 70 mL/min, a wavelength of 214 nm and a mobile phase of 10-80% acetonitrile... Yield: 28.0%. As a reaction SMILES: [F:1][C:2]1[CH:3]=[C:4]([CH:9]2[CH2:13][CH2:12][C:11](=O)/[C:10]/2=[CH:15]\[N:16](C)C)[CH:5]=[CH:6][C:7]=1[F:8].O.[NH2:20]N>C(O)C>[F:1][C:2]1[CH:3]=[C:4]([CH:9]2[C:10]3[CH:15]=[N:16][NH:20][C:11]=3[CH2:12][CH2:13]2)[CH:5]=[CH:6][C:7]=1[F:8] |f:1.2|. The reactants are FC=1C=C(C=CC1F)C1/C(/C(CC1)=O)=C/N(C)C ((+/−)-(2Z)-3-(3,4-difluorophenyl)-2-((dimethylamino)methylene)cyclopentanone), O.NN (hydrazine hydrate). Yields the product FC=1C=C(C=CC1F)C1CCC=2NN=CC21 ((+/−)-4-(3,4-Difluorophenyl)-1,4,5,6-tetrahydrocyclopenta[c]pyrazole). Run at temperature 80 celsius. The solvent is C(C)O (ethanol). The reactants are ClC=1C2=C(N=CN1)C=NN2CC (7-chloro-1-ethyl-1H-pyrazolo[4,3-d]pyrimidine), TEA. Reagents/catalysts: [Pd] (Pd—C). Run in CCOC(=O)C (AcOEt). Conditions: time 2 hour. The product is C(C)N1N=CC=2N=CN=CC21 (1-Ethyl-1H-pyrazolo[4,3-d]pyrimidine). Yield: 93.9%. RXN SMILES: Cl[C:2]1[C:3]2[N:10]([CH2:11][CH3:12])[N:9]=[CH:8][C:4]=2[N:5]=[CH:6][N:7]=1>CCOC(C)=O.[Pd]>[CH2:11]([N:10]1[C:3]2[CH:2]=[N:7][CH:6]=[N:5][C:4]=2[CH:8]=[N:9]1)[CH3:12]. Procedure: A mixture of 7-chloro-1-ethyl-1H-pyrazolo[4,3-d]pyrimidine (105 mg), TEA (0.088 mL) and 10% Pd—C (30 mg) in AcOEt (5 mL) was hydrogenated under balloon pressure at room temperature for 2 h. The catalyst was removed by filtration and the filtrate was concentrated under reduced pressure to give the title compound (80 mg). Starting materials: Cc1ccccc1, OB(O)C1CC1, C1CCC(P(C2CCCCC2)C2CCCCC2)CC1, Clc1ccnc2cc(I)oc12, [K+], [K+], [K+], O, O=P([O-])([O-])[O-]. The product is Clc1ccnc2cc(C3CC3)oc12. Reaction SMILES: [CH3:45][c:46]1[cH:47][cH:48][cH:49][cH:50][cH:51]1.[CH:12]1([B:15]([OH:16])[OH:17])[CH2:13][CH2:14]1.[CH:18]1([P:19]([CH:20]2[CH2:21][CH2:22][CH2:23][CH2:24][CH2:25]2)[CH:26]2[CH2:27][CH2:28][CH2:29][CH2:30][CH2:31]2)[CH2:32][CH2:33][CH2:34][CH2:35][CH2:36]1.[Cl:1][c:2]1[c:3]2[c:4]([n:5][cH:6][cH:7]1)[cH:8][c:9]([I:11])[o:10]2.[K+:42].[K+:43].[K+:44].[OH2:52].[P:37]([O-:38])([O-:39])([O-:40])=[O:41]>>[Cl:1][c:2]1[c:3]2[c:4]([n:5][cH:6][cH:7]1)[cH:8][c:9]([CH:12]1[CH2:13][CH2:14]1)[o:10]2. Reactants: NC=1SC(=NN1)C=1N(C(=CN1)[N+](=O)[O-])CCO (2-(2-amino-1,3,4-thiadiazol-5-yl)-1-(2-hydroxyethyl)-5-nitroimidazole), CN(C=1SC(=NN1)C=1N(C(=CN1)[N+](=O)[O-])C)C (2-(2-dimethylamino-1,3,4-thiadiazol-5-yl)-1-methyl-5-nitroimidazole), CNC=1SC(=NN1)C=1N(C(=CN1)[N+](=O)[O-])C (2-(2-methylamino-1,3,4-thiadiazol-5-yl)-1-methyl-5-nitroimidazole). Product: NC=1SC(=NN1)C=1N(C(=CN1)[N+](=O)[O-])CC (2-(2-amino-1,3,4-thiadiazol-5-yl)-1-ethyl-5-nitroimidazole), C(C)N1C(=NC=C1[N+](=O)[O-])C(=N)NNC(=S)N (1-(1-ethyl-5-nitro-2-imidazolecarboximidoyl)-3-thiosemicarbazide). RXN SMILES: C[N:2](C)C1SC(C2N(C)C([N+]([O-])=O)=CN=2)=NN=1.CNC1SC(C2N(C)C([N+]([O-])=O)=CN=2)=NN=1.[NH2:34][C:35]1[S:36][C:37]([C:40]2[N:41]([CH2:48][CH2:49]O)[C:42]([N+:45]([O-:47])=[O:46])=[CH:43][N:44]=2)=[N:38][N:39]=1>>[NH2:34][C:35]1[S:36][C:37]([C:40]2[N:41]([CH2:48][CH3:49])[C:42]([N+:45]([O-:47])=[O:46])=[CH:43][N:44]=2)=[N:38][N:39]=1.[CH2:48]([N:41]1[C:42]([N+:45]([O-:47])=[O:46])=[CH:43][N:44]=[C:40]1[C:37]([NH:38][NH:39][C:35]([NH2:34])=[S:36])=[NH:2])[CH3:49]. Procedure: In a similar manner, 4,4-dimethyl-1-(1-methyl-5-nitro-2-imidazolecarboximidoyl)-3-thiosemicarbazide, 4-methyl-1-(1-methyl-5-nitro-2-imidazolecarboximidoyl)-3-thiosemicarbazide and 1-(1-[2-hydroxyethyl]-5-nitro-2-imidazolecarboximidoyl)-3-thiosemicarbazide yield respectively, 2-(2-dimethylamino-1,3,4-thiadiazol-5-yl)-1-methyl-5-nitroimidazole (VIIIB), 2-(2-methylamino-1,3,4-thiadiazol-5-yl)-1-methyl-5-nitroimidazole (VIIIC) and 2-(2-amino-1,3,4-thiadiazol-5-yl)-1-(2-hydroxyethyl)-5-nitroimidazole...